This data is from the Open Reaction Database (ORD), a public repository of structured organic reaction records. The task is: describe an organic reaction: reactants, conditions, products, and yield The reactants are ClC1=NC(=C(C(=O)NC2=CC(=C(C=C2)Cl)C2=NC=CC=C2)C=C1)C (6-chloro-N-(4-chloro-3-(pyridin-2-yl)phenyl)-2-methylnicotinamide), CC1CNCC(O1)C (2,6-dimethylmorpholine). Solvent: C(CCC)O (BuOH). Product: ClC1=C(C=C(C=C1)NC(C1=C(N=C(C=C1)N1CC(OC(C1)C)C)C)=O)C1=NC=CC=C1 (N-(4-chloro-3-(pyridin-2-yl)phenyl)-6-(2,6-dimethylmorpholino)-2-methylnicotinamide). As a reaction SMILES: Cl[C:2]1[CH:23]=[CH:22][C:5]([C:6]([NH:8][C:9]2[CH:14]=[CH:13][C:12]([Cl:15])=[C:11]([C:16]3[CH:21]=[CH:20][CH:19]=[CH:18][N:17]=3)[CH:10]=2)=[O:7])=[C:4]([CH3:24])[N:3]=1.[CH3:25][CH:26]1[O:31][CH:30]([CH3:32])[CH2:29][NH:28][CH2:27]1>C(O)CCC>[Cl:15][C:12]1[CH:13]=[CH:14][C:9]([NH:8][C:6](=[O:7])[C:5]2[CH:22]=[CH:23][C:2]([N:28]3[CH2:27][CH:26]([CH3:25])[O:31][CH:30]([CH3:32])[CH2:29]3)=[N:3][C:4]=2[CH3:24])=[CH:10][C:11]=1[C:16]1[CH:21]=[CH:20][CH:19]=[CH:18][N:17]=1. Procedure: Procedure F was performed using 55 mg of 6-chloro-N-(4-chloro-3-(pyridin-2-yl)phenyl)-2-methylnicotinamide and 95 mg of 2,6-dimethylmorpholine in 0.5 mL of BuOH. Purified by reverse phase HPLC to yield N-(4-chloro-3-(pyridin-2-yl)phenyl)-6-(2,6-dimethylmorpholino)-2-methylnicotinamide. MS (Q1) 436.2 (M)+. Starting materials: [H-].[Na+] (sodium hydride), NC1=CC(=NC=N1)NC1=CC=C2N(C1=O)C(NC2=O)(C)C2CCCC2 (6[(6-aminopyrimidin-4-yl)amino]-3-cyclopentyl-3-methyl-2H-imidazo[1,5-a]pyridine-1,5-dione), N#CBr (cyanogen bromide). Run in O1CCCC1 (tetrahydrofuran). Run at temperature 0 celsius, time 10 minute. Product: NC1=CC(=NC=N1)NC1=CC=C2N(C1=O)C(N(C2=O)C#N)(C)C2CCCC2 (6-[(6-aminopyrimidin-4-yl)amino]-3-cyclopentyl-3-methyl-1,5-dioxo-imidazo[1,5-a]pyridine-2-carbonitrile). Reaction SMILES: [NH2:1][C:2]1[N:7]=[CH:6][N:5]=[C:4]([NH:8][C:9]2[C:14](=[O:15])[N:13]3[C:16]([CH:21]4[CH2:25][CH2:24][CH2:23][CH2:22]4)([CH3:20])[NH:17][C:18](=[O:19])[C:12]3=[CH:11][CH:10]=2)[CH:3]=1.[H-].[Na+].[N:28]#[C:29]Br>O1CCCC1>[NH2:1][C:2]1[N:7]=[CH:6][N:5]=[C:4]([NH:8][C:9]2[C:14](=[O:15])[N:13]3[C:16]([CH:21]4[CH2:22][CH2:23][CH2:24][CH2:25]4)([CH3:20])[N:17]([C:29]#[N:28])[C:18](=[O:19])[C:12]3=[CH:11][CH:10]=2)[CH:3]=1 |f:1.2|. Procedure details: In a 2-neck round bottom flask 6-[(6-aminopyrimidin-4-yl)amino]-3-cyclopentyl-3-methyl-2H-imidazo[1,5-a]pyridine-1,5-dione (2, 0.28 g, 0.82 mmol) was taken in dry tetrahydrofuran (15 mL). The reaction mixture was cooled to 0° C. and sodium hydride (164 mg, 4.11 mmol) was added in portions. After stirring for 10 min at room temperature, cyanogen bromide (436 mg, 4.11 mmol) was added and the resulting reaction mixture was stirred at room temperature for 20 h. The reaction mixture was quenched with... Reactants: CC1=CCC(C1(C)C)CC=O (campholenic aldehyde), 3, [OH-].[Na+] (sodium hydroxide), C=O (paraformaldehyde), CCCCCC (hexane). Run in O (water), CO (methanol). Run at temperature 0 celsius, time 3 hour. The product is CC1(C(CC=C1C)C(C=O)=C)C (2-(2,2,3-trimethylcyclopent-3-en-1-yl)propenal). The yield is 215.6%. Reaction SMILES: [OH-].[Na+].C=O.[CH3:5]CCCCC.[CH3:11][C:12]1[C:16]([CH3:18])([CH3:17])[CH:15]([CH2:19][CH:20]=[O:21])[CH2:14][CH:13]=1>CO.O>[CH3:18][C:16]1([CH3:17])[C:12]([CH3:11])=[CH:13][CH2:14][CH:15]1[C:19](=[CH2:5])[CH:20]=[O:21] |f:0.1|. Reported procedure: A 3 liter 3 neck round bottomed flask was charged with 50 g of sodium hydroxide (1.25 moles) in 250 g of methanol. 200 g of paraformaldehyde, 500 g of hexane and 2.5 g of BHA were added and the flask was cooled to 0° C. With fast agitation 500 g of campholenic aldehyde at a purity of 88.9% (2.92 moles) were added dropwise over 70 minutes keeping the temperature at 0°-5° C. The batch was stirred for 3 hours at 0° C. Then 50 ml of water was added and the layers are separated. The water layer was b... Reactants: C(C)N(C(C)C)C(C)C (N-ethyl-N-isopropylpropan-2-amine), Cl.FC1=C(C(=O)Cl)C=CC(=C1)C=1C=CC=2N(C1)C(=NN2)COC2=CC=NC1=CC(=CC=C21)OC (2-fluoro-4-(3-((7-methoxyquinolin-4-yloxy)methyl)-[1,2,4]triazolo[4,3-a]pyridin-6-yl)benzoyl chloride-HCl), COCCN (2-methoxyethanamine). Run in C(Cl)Cl (DCM). Conditions: time 5 hour. Yields the product FC1=C(C(=O)NCCOC)C=CC(=C1)C=1C=CC=2N(C1)C(=NN2)COC2=CC=NC1=CC(=CC=C21)OC (2-fluoro-N-(2-methoxyethyl)-4-(3-((7-methoxyquinolin-4-yloxy)methyl)-[1,2,4]triazolo[4,3-a]pyridin-6-yl)benzamide). As a reaction SMILES: C(N(C(C)C)C(C)C)C.Cl.[F:11][C:12]1[CH:20]=[C:19]([C:21]2[CH:22]=[CH:23][C:24]3[N:25]([C:27]([CH2:30][O:31][C:32]4[C:41]5[C:36](=[CH:37][C:38]([O:42][CH3:43])=[CH:39][CH:40]=5)[N:35]=[CH:34][CH:33]=4)=[N:28][N:29]=3)[CH:26]=2)[CH:18]=[CH:17][C:13]=1[C:14](Cl)=[O:15].[CH3:44][O:45][CH2:46][CH2:47][NH2:48]>C(Cl)Cl>[F:11][C:12]1[CH:20]=[C:19]([C:21]2[CH:22]=[CH:23][C:24]3[N:25]([C:27]([CH2:30][O:31][C:32]4[C:41]5[C:36](=[CH:37][C:38]([O:42][CH3:43])=[CH:39][CH:40]=5)[N:35]=[CH:34][CH:33]=4)=[N:28][N:29]=3)[CH:26]=2)[CH:18]=[CH:17][C:13]=1[C:14]([NH:48][CH2:47][CH2:46][O:45][CH3:44])=[O:15] |f:1.2|. Reported procedure: To a solution of N-ethyl-N-isopropylpropan-2-amine (0.077 ml, 0.44 mmol) and 2-fluoro-4-(3-((7-methoxyquinolin-4-yloxy)methyl)-[1,2,4]triazolo[4,3-a]pyridin-6-yl)benzoyl chloride-HCl (0.088 g, 0.18 mmol) in DCM (1.25 mL) was added 2-methoxyethanamine (0.023 ml, 0.26 mmol) dropwise. The solution was stirred at room temperature for 5 h. The crude material was concentrated and then triturated with sodium bicarbonate and washed with water. The resultant solid was dissolved in DCM/MeOH and concentrat... The reactants are C1CCOC1, CCOC(=O)N=NC(=O)OCC, CN(C)C=O, O=C1c2ccccc2C(=O)N1CCO, COC(=O)c1ccc(O)cc1, c1ccc(P(c2ccccc2)c2ccccc2)cc1. The product is COC(=O)c1ccc(OCCN2C(=O)c3ccccc3C2=O)cc1. Reaction SMILES: [CH2:57]1[O:58][CH2:59][CH2:60][CH2:61]1.[O:15]=[C:16]([O:17][CH2:18][CH3:19])[N:20]=[N:21][C:22]([O:23][CH2:24][CH3:25])=[O:26].[O:62]=[CH:63][N:64]([CH3:65])[CH3:66].[OH:1][CH2:2][CH2:3][N:4]1[C:5](=[O:14])[c:6]2[c:7]([cH:10][cH:11][cH:12][cH:13]2)[C:8]1=[O:9].[OH:27][c:28]1[cH:29][cH:30][c:31]([C:32](=[O:33])[O:34][CH3:35])[cH:36][cH:37]1.[c:38]1([P:39]([c:40]2[cH:41][cH:42][cH:43][cH:44][cH:45]2)[c:46]2[cH:47][cH:48][cH:49][cH:50][cH:51]2)[cH:52][cH:53][cH:54][cH:55][cH:56]1>>[O:1]([CH2:2][CH2:3][N:4]1[C:5](=[O:14])[c:6]2[c:7]([cH:10][cH:11][cH:12][cH:13]2)[C:8]1=[O:9])[c:28]1[cH:29][cH:30][c:31]([C:32](=[O:33])[O:34][CH3:35])[cH:36][cH:37]1.